This data is from the Open Reaction Database (ORD), a public repository of structured organic reaction records. The task is: describe an organic reaction: reactants, conditions, products, and yield Starting materials: NC1C(NC2=C(C(=N1)C1=CC=CC=C1)C=CC=C2)=S (1,3-Dihydro-3-amino-5-phenyl-2H-1,4-benzodiazepin-2-thione), C1(=CC(=CC=C1)N=C=O)C (m-tolylisocyanate). Run in O1CCCC1 (tetrahydrofuran), O1CCCC1 (tetrahydrofuran). Product: CC=1C=C(C=CC1)NC(=O)NC1C(NC2=C(C(=N1)C1=CC=CC=C1)C=CC=C2)=S (1,3-Dihydro-3-[(3-methylphenyl)aminocarbonyl]amino-5-phenyl-2H-1,4-benzodiazepin-2-thione). The yield is 79.9%. RXN SMILES: [NH2:1][CH:2]1[N:8]=[C:7]([C:9]2[CH:14]=[CH:13][CH:12]=[CH:11][CH:10]=2)[C:6]2[CH:15]=[CH:16][CH:17]=[CH:18][C:5]=2[NH:4][C:3]1=[S:19].[C:20]1([CH3:29])[CH:25]=[CH:24][CH:23]=[C:22]([N:26]=[C:27]=[O:28])[CH:21]=1>O1CCCC1>[CH3:29][C:20]1[CH:21]=[C:22]([NH:26][C:27]([NH:1][CH:2]2[N:8]=[C:7]([C:9]3[CH:14]=[CH:13][CH:12]=[CH:11][CH:10]=3)[C:6]3[CH:15]=[CH:16][CH:17]=[CH:18][C:5]=3[NH:4][C:3]2=[S:19])=[O:28])[CH:23]=[CH:24][CH:25]=1. Reported procedure: 1,3-Dihydro-3-amino-5-phenyl-2H-1,4-benzodiazepin-2-thione (400 mg, 1.5 mmole) and m-tolylisocyanate (194 μL, 1.5 mmole) were combined in 40 mL of dry tetrahydrofuran at 0° C. The reaction mixture was warmed to room temperature over a 1 hour period and diluted with 20 mL of tetrahydrofuran. The reaction mixture was filtered and concentrated under reduced pressure. The residual material was chromatographed on silica gel (96:4:0.4 chloroform-methanol-concentrated ammonium hydroxide) to give 480 mg...